From a dataset of the Open Reaction Database (ORD), a public repository of structured organic reaction records. describe an organic reaction: reactants, conditions, products, and yield Reactants: ClC1=CC=C(C=C1)N1N=C(C=C1C)C(=O)N (1-(4-Chlorophenyl)-5-methyl-1H-pyrazolecarboxamide), C(C)OC(=O)C1(CCCCC1)C1=NC=C(C=C1)Br (1-(5-bromopyridin-2-yl)cyclohexanecarboxylic acid ethyl ester), CC(C(N)C)N (1,2-dimethylethylenediamine), C([O-])([O-])=O.[K+].[K+] (potassium carbonate). The reagents and catalysts are [Cu]I (copper (I) iodide). Run in O1CCOCC1 (1,4-dioxane), O (water). Reaction conditions: temperature 105 celsius, time 6 hour. Product: ClC1=CC=C(C=C1)N1N=CC(=C1C)C(=O)NC=1C=CC(=NC1)C1(CCCCC1)C(=O)O (1-[5-({[1-(4-Chlorophenyl)-5-methyl-1H-pyrazol-4-yl]carbonyl}amino)pyridin-2-yl]-cyclohexanecarboxylic acid). Isolated yield 3.1%. As a reaction SMILES: [Cl:1][C:2]1[CH:7]=[CH:6][C:5]([N:8]2[C:12]([CH3:13])=[CH:11][C:10](C(N)=O)=[N:9]2)=[CH:4][CH:3]=1.C([O:19][C:20]([C:22]1([C:28]2[CH:33]=[CH:32][C:31](Br)=[CH:30][N:29]=2)[CH2:27][CH2:26][CH2:25][CH2:24][CH2:23]1)=[O:21])C.C[CH:36]([NH2:40])C(C)N.C(=O)([O-])[O-:42].[K+].[K+]>[Cu]I.O.O1CCOCC1>[Cl:1][C:2]1[CH:3]=[CH:4][C:5]([N:8]2[C:12]([CH3:13])=[C:11]([C:36]([NH:40][C:31]3[CH:32]=[CH:33][C:28]([C:22]4([C:20]([OH:19])=[O:21])[CH2:27][CH2:26][CH2:25][CH2:24][CH2:23]4)=[N:29][CH:30]=3)=[O:42])[CH:10]=[N:9]2)=[CH:6][CH:7]=1 |f:3.4.5|. Procedure: 1-(4-Chlorophenyl)-5-methyl-1H-pyrazolecarboxamide (0.43 g), 1-(5-bromopyridin-2-yl)cyclohexanecarboxylic acid ethyl ester (0.83 g), copper (I) iodide (20 mg), 1,2-dimethylethylenediamine (0.13 g) and potassium carbonate (0.42 g) were added to 1,4-dioxane (5 ml), and stirred at 105° C. for six hours. The reaction solution was treated with water, extracted with ethyl acetate and concentrated in vacuo. 1N Aqueous solution of sodium hydroxide (5 ml) and ethanol (5 ml) were added to the residue, and... Run in CO (MeOH). The reagents and catalysts are O=[Pt]=O (PtO2). Reported procedure: A mixture of (3R,4R)-tert-butyl 3-azido-4-methoxypyrrolidine-1-carboxylate (2.04 g, 8.420 mmol) and PtO2 (0.096 g, 0.42 mmol) in MeOH (100 mL) was charged with hydrogen (1 atmosphere) and stirred at ambient temperature for 2 days. Charcoal (2 g) was added to the solution and. The catalyst was removed by filtration and washed with MeOH (20 mL). The solvent was removed and dried to give (3R,4R)-tert-butyl 3-amino-4-methoxypyrrolidine-1-carboxylate. It was dissolved in dioxane (10 mL) and water (10... The product is N[C@@H]1CN(C[C@H]1OC)C(=O)OC(C)(C)C ((3R,4R)-tert-butyl 3-amino-4-methoxypyrrolidine-1-carboxylate). Reaction conditions: time 2 day. Reaction SMILES: [N:1]([C@H:4]1[C@H:8]([O:9][CH3:10])[CH2:7][N:6]([C:11]([O:13][C:14]([CH3:17])([CH3:16])[CH3:15])=[O:12])[CH2:5]1)=[N+]=[N-].[H][H].C>CO.O=[Pt]=O>[NH2:1][C@H:4]1[C@H:8]([O:9][CH3:10])[CH2:7][N:6]([C:11]([O:13][C:14]([CH3:17])([CH3:16])[CH3:15])=[O:12])[CH2:5]1. The reactants are [H][H] (hydrogen), N(=[N+]=[N-])[C@@H]1CN(C[C@H]1OC)C(=O)OC(C)(C)C ((3R,4R)-tert-butyl 3-azido-4-methoxypyrrolidine-1-carboxylate), C (Charcoal). The reactants are Example 59 ( g ), NC1=CC(=C(C(=O)OCC)C=C1[N+](=O)[O-])OCC(F)F (ethyl 4-amino-2-(2,2-difluoroethoxy)-5-nitrobenzoate). The reagents and catalysts are [Ni] (Ra—Ni). Solvent: C1CCOC1 (THF). The product is NC1=CC(=C(C(=O)OCC)C=C1N)OCC(F)F (Ethyl 4,5-diamino-2-(2,2-difluoroethoxy)benzoate). Reaction SMILES: [NH2:1][C:2]1[C:12]([N+:13]([O-])=O)=[CH:11][C:5]([C:6]([O:8][CH2:9][CH3:10])=[O:7])=[C:4]([O:16][CH2:17][CH:18]([F:20])[F:19])[CH:3]=1>[Ni].C1COCC1>[NH2:1][C:2]1[C:12]([NH2:13])=[CH:11][C:5]([C:6]([O:8][CH2:9][CH3:10])=[O:7])=[C:4]([O:16][CH2:17][CH:18]([F:19])[F:20])[CH:3]=1. Procedure details: The sub-title compound was prepared in accordance with Example 59 (g) using ethyl 4-amino-2-(2,2-difluoroethoxy)-5-nitrobenzoate (1.00 g; 3.44 mmol), Ra—Ni (1.0 g) and THF (50 mL). The sub-title compound was used in the next step without further purification. Starting materials: CCOC(=O)c1cc2cc(OCc3ccccc3)ccc2n1CC(F)(F)F, CCOC(C)=O, [H][H]. Product: CCOC(=O)c1cc2cc(O)ccc2n1CC(F)(F)F. As a reaction SMILES: [CH2:1]([CH3:2])[O:3][C:4](=[O:5])[c:6]1[n:7]([CH2:23][C:24]([F:25])([F:26])[F:27])[c:8]2[cH:9][cH:10][c:11]([O:15][CH2:16][c:17]3[cH:18][cH:19][cH:20][cH:21][cH:22]3)[cH:12][c:13]2[cH:14]1.[CH3:30][CH2:31][O:32][C:33](=[O:34])[CH3:35].[H:28][H:29]>>[CH2:1]([CH3:2])[O:3][C:4](=[O:5])[c:6]1[n:7]([CH2:23][C:24]([F:25])([F:26])[F:27])[c:8]2[cH:9][cH:10][c:11]([OH:15])[cH:12][c:13]2[cH:14]1.